This data is from the Open Reaction Database (ORD), a public repository of structured organic reaction records. The task is: describe an organic reaction: reactants, conditions, products, and yield The reactants are CON(C)C(=O)C(NC(=O)OC(C)(C)C)C(C)(C)C, [Li]CCCC, C1CCOC1, [Li]c1cc2ccccc2o1, c1ccc2occc2c1. Product: CC(C)(C)OC(=O)NC(C(=O)c1cc2ccccc2o1)C(C)(C)C. Reaction SMILES: [C:25]([CH3:26])([CH3:27])([CH3:28])[O:29][C:30]([NH:31][CH:32]([C:33]([CH3:34])([CH3:35])[CH3:36])[C:37]([N:38]([O:39][CH3:40])[CH3:41])=[O:42])=[O:43].[CH2:10]([Li:11])[CH2:12][CH2:13][CH3:14].[CH2:44]1[O:45][CH2:46][CH2:47][CH2:48]1.[Li:15][c:16]1[o:17][c:18]2[cH:19][cH:20][cH:21][cH:22][c:23]2[cH:24]1.[o:1]1[cH:2][cH:3][c:4]2[c:5]1[cH:6][cH:7][cH:8][cH:9]2>>[o:1]1[c:2]([C:37]([CH:32]([NH:31][C:30]([O:29][C:25]([CH3:26])([CH3:27])[CH3:28])=[O:43])[C:33]([CH3:34])([CH3:35])[CH3:36])=[O:42])[cH:3][c:4]2[c:5]1[cH:6][cH:7][cH:8][cH:9]2. Reactants: C(C)(=O)C=1C=C2CCCCC2=CC1 (6-acetyltetralin), Cl.NO (hydroxylamine hydrochloride), C(C)(=O)[O-].[Na+] (sodium acetate). Run in CO (methanol). Conditions: time 8 hour. Product: C1=C(C=CC=2CCCCC12)C(C)=NO (1-(5,6,7,8-tetrahydro-2-naphthalenyl)ethanone oxime). Isolated yield 70.1%. Reaction SMILES: [C:1]([C:4]1[CH:5]=[C:6]2[C:11](=[CH:12][CH:13]=1)[CH2:10][CH2:9][CH2:8][CH2:7]2)(=O)[CH3:2].Cl.[NH2:15][OH:16].C([O-])(=O)C.[Na+]>CO>[CH:5]1[C:6]2[CH2:7][CH2:8][CH2:9][CH2:10][C:11]=2[CH:12]=[CH:13][C:4]=1[C:1](=[N:15][OH:16])[CH3:2] |f:1.2,3.4|. Reported procedure: To a solution of 6-acetyltetralin (5.0 g, 29 mmol) in methanol (30 mL) under a nitrogen atmosphere was added hydroxylamine hydrochloride (2.18 g, 32 mmol) and sodium acetate (2.59 g, 32 mmol) and the resulting mixture was stirred overnight. The reaction mixture was concentrated under reduced pressure and the residue was taken up in diethyl ether and washed with water and then with saturated sodium chloride solution. The organic phase was dried (MgSO4) and concentrated under reduced pressure to a... Starting materials: FC1(CCN(CC1)C(=O)C1=CC=2C(=NC=C(C2)OCCCN2[C@@H](CCC2)C)N1S(=O)(=O)C)F ((4,4-Difluoro-piperidin-1-yl)-{1-methanesulfonyl-5-[3-((R)-2-methyl-pyrrolidin-1-yl)-propoxy]-1H-pyrrolo[2,3-b]pyridin-2-yl}-methanone), [H-].[Na+] (sodium hydride), C1(CC1)CBr (cyclopropylmethyl bromide). Yields the product C1(CC1)CN1C(=CC=2C1=NC=C(C2)OCCCN2[C@@H](CCC2)C)C(=O)N2CCC(CC2)(F)F ({1-Cyclopropylmethyl-5-[3-((R)-2-methyl-pyrrolidin-1-yl)-propoxy]-1H-pyrrolo[2,3-b]pyridin-2-yl}-(4,4-difluoro-piperidin-1-yl)-methanone). Isolated yield 53.0%. As a reaction SMILES: [F:1][C:2]1([F:33])[CH2:7][CH2:6][N:5]([C:8]([C:10]2[N:28](S(C)(=O)=O)[C:13]3=[N:14][CH:15]=[C:16]([O:18][CH2:19][CH2:20][CH2:21][N:22]4[CH2:26][CH2:25][CH2:24][C@H:23]4[CH3:27])[CH:17]=[C:12]3[CH:11]=2)=[O:9])[CH2:4][CH2:3]1.[H-].[Na+].[CH:36]1([CH2:39]Br)[CH2:38][CH2:37]1>>[CH:36]1([CH2:39][N:28]2[C:13]3=[N:14][CH:15]=[C:16]([O:18][CH2:19][CH2:20][CH2:21][N:22]4[CH2:26][CH2:25][CH2:24][C@H:23]4[CH3:27])[CH:17]=[C:12]3[CH:11]=[C:10]2[C:8]([N:5]2[CH2:6][CH2:7][C:2]([F:33])([F:1])[CH2:3][CH2:4]2)=[O:9])[CH2:38][CH2:37]1 |f:1.2|. Procedure: The title compound was synthesized in analogy to example 18 from (4,4-difluoro-piperidin-1-yl)-{1-methanesulfonyl-5-[3-((R)-2-methyl-pyrrolidin-1-yl)-propoxy]-1H-pyrrolo[2,3-b]pyridin-2-yl}-methanone (example 20), sodium hydride and cyclopropylmethyl bromide, to give the desired product as a light yellow oil (53%). Starting materials: COC(=O)c1ccc2cncn2c1Nc1ccc(Br)cc1F, [Na+], [OH-]. Product: O=C(O)c1ccc2cncn2c1Nc1ccc(Br)cc1F. As a reaction SMILES: [CH3:1][O:2][C:3](=[O:4])[c:5]1[cH:6][cH:7][c:8]2[n:9]([c:10]1[NH:11][c:12]1[c:13]([F:19])[cH:14][c:15]([Br:18])[cH:16][cH:17]1)[cH:20][n:21][cH:22]2.[Na+:24].[OH-:23]>>[O:2]=[C:3]([OH:4])[c:5]1[cH:6][cH:7][c:8]2[n:9]([c:10]1[NH:11][c:12]1[c:13]([F:19])[cH:14][c:15]([Br:18])[cH:16][cH:17]1)[cH:20][n:21][cH:22]2.